From a dataset of the Open Reaction Database (ORD), a public repository of structured organic reaction records. describe an organic reaction: reactants, conditions, products, and yield Starting materials: CC(C)=CCCC(C)CCBr, CN(C)C=O, [H-], [Na+], C1CCOC1, c1ccc(-c2nc3ccccc3[nH]2)cc1. Yields the product CC(C)=CCCC(C)CCn1c(-c2ccccc2)nc2ccccc21. As a reaction SMILES: [Br:18][CH2:19][CH2:20][CH:21]([CH2:22][CH2:23][CH:24]=[C:25]([CH3:26])[CH3:27])[CH3:28].[CH3:34][N:35]([CH3:36])[CH:37]=[O:38].[H-:16].[Na+:17].[O:29]1[CH2:30][CH2:31][CH2:32][CH2:33]1.[c:1]1(-[c:7]2[nH:8][c:9]3[c:10]([n:11]2)[cH:12][cH:13][cH:14][cH:15]3)[cH:2][cH:3][cH:4][cH:5][cH:6]1>>[c:1]1(-[c:7]2[n:8][c:9]3[c:10]([n:11]2[CH2:19][CH2:20][CH:21]([CH2:22][CH2:23][CH:24]=[C:25]([CH3:26])[CH3:27])[CH3:28])[cH:12][cH:13][cH:14][cH:15]3)[cH:2][cH:3][cH:4][cH:5][cH:6]1. Starting materials: ClCCCl (1,2-dichloroethane), FC(C(=O)O)(F)F (trifluoroacetic acid), FC(S(=O)(=O)O)(F)F (trifluoromethanesulfonic acid), COC1=CC=C(CS[C@H]2C[C@H](N(C2)C)C(=O)N2CC(C2)NC(=O)OCC2=CC=C(C=C2)[N+](=O)[O-])C=C1 ((2S, 4S)-4-(4-methoxybenzylthio)-1-methyl-2-[3-(4-nitrobenzyloxycarbonylamino)azetidin-1-ylcarbonyl]pyrrolidine). The solvent is C1(=CC=CC=C1)OC (anisole). Run at time 90 minute. The product is S[C@H]1C[C@H](N(C1)C)C(=O)N1CC(C1)NC(=O)OCC1=CC=C(C=C1)[N+](=O)[O-] ((2S, 4S)-4-Mercapto-1-methyl-2-[3-(4-nitrobenzyloxycarbonylamino)azetidin-1-ylcarbonyl]pyrrolidine). Yield: 75.1%. As a reaction SMILES: COC1C=CC(C[S:8][C@@H:9]2[CH2:13][N:12]([CH3:14])[C@H:11]([C:15]([N:17]3[CH2:20][CH:19]([NH:21][C:22]([O:24][CH2:25][C:26]4[CH:31]=[CH:30][C:29]([N+:32]([O-:34])=[O:33])=[CH:28][CH:27]=4)=[O:23])[CH2:18]3)=[O:16])[CH2:10]2)=CC=1.FC(F)(F)C(O)=O.FC(F)(F)S(O)(=O)=O.ClCCCl>C1(OC)C=CC=CC=1>[SH:8][C@@H:9]1[CH2:13][N:12]([CH3:14])[C@H:11]([C:15]([N:17]2[CH2:18][CH:19]([NH:21][C:22]([O:24][CH2:25][C:26]3[CH:31]=[CH:30][C:29]([N+:32]([O-:34])=[O:33])=[CH:28][CH:27]=3)=[O:23])[CH2:20]2)=[O:16])[CH2:10]1. Reported procedure: 0.73 g of (2S, 4S)-4-(4-methoxybenzylthio)-1-methyl-2-[3-(4-nitrobenzyloxycarbonylamino)azetidin-1-ylcarbonyl]pyrrolidine [prepared as described in step (b) above] was dissolved in 1.53 ml of anisole, and 7.25 ml of trifluoroacetic acid and 0.25 ml of trifluoromethanesulfonic acid were added dropwise, whilst ice-cooling, to the resulting solution. The mixture was then stirred at room temperature for 90 minutes, after which 1,2-dichloroethane was added to the reaction mixture and the solvent was ... Starting materials: N[C@H]1C2=C(C3=C(N(C1=O)CCOCC1=CC=CC=C1)C=CC=C3)C=CC=C2 ((S)-7-amino-5-(2-benzyloxy-ethyl)-5H,7H-dibenzo[b,d]azepin-6-one), C(C)OC([C@@](C(=O)O)(C)F)=O ((S)-2-fluoro-2-methyl-malonic acid monoethyl ester), oil. The product is C(C)OC([C@@](C(=O)N[C@H]1C2=C(C3=C(N(C1=O)CCOCC1=CC=CC=C1)C=CC=C3)C=CC=C2)(C)F)=O ((S)—N—[(S)-5-(2-Benzyloxy-ethyl)-6-oxo-6,7-dihydro-5H-dibenzo[b,d]azepin-7-yl]-2-fluoro-2-methyl-malonamic acid ethyl ester). Reaction SMILES: [NH2:1][C@@H:2]1[C:8](=[O:9])[N:7]([CH2:10][CH2:11][O:12][CH2:13][C:14]2[CH:19]=[CH:18][CH:17]=[CH:16][CH:15]=2)[C:6]2[CH:20]=[CH:21][CH:22]=[CH:23][C:5]=2[C:4]2[CH:24]=[CH:25][CH:26]=[CH:27][C:3]1=2.[CH2:28]([O:30][C:31](=[O:38])[C@:32]([F:37])([CH3:36])[C:33](O)=[O:34])[CH3:29]>>[CH2:28]([O:30][C:31](=[O:38])[C@:32]([F:37])([CH3:36])[C:33]([NH:1][C@@H:2]1[C:8](=[O:9])[N:7]([CH2:10][CH2:11][O:12][CH2:13][C:14]2[CH:19]=[CH:18][CH:17]=[CH:16][CH:15]=2)[C:6]2[CH:20]=[CH:21][CH:22]=[CH:23][C:5]=2[C:4]2[CH:24]=[CH:25][CH:26]=[CH:27][C:3]1=2)=[O:34])[CH3:29]. Procedure details: Using (S)-7-amino-5-(2-benzyloxy-ethyl)-5H,7H-dibenzo[b,d]azepin-6-one and (S)-2-fluoro-2-methyl-malonic acid monoethyl ester, the title compound was prepared in the same manner as described for example 1c. Light yellow oil (>98%). MS: m/e=505(M+H+). Reactants: OC1CN(OC1)C(=O)C1=C(SC=2N(C(N(C(C21)=O)C)=O)CC(C)C)C (5-[4-Hydroxyisoxazolidin-2-ylcarbonyl]-3,6-dimethyl-1-(isobutyl)thieno[2,3-d]pyrimidine-2,4(1H,3H)-dione), N1C=NC=C1 (imidazole), [Si](C)(C)(C(C)(C)C)Cl (tert-butyldimethylsilyl chloride). Run in ClCCl (dichloromethane). Run at time 16 hour. The product is CC(C)(C)[Si](OC1CN(OC1)C(=O)C1=C(SC=2N(C(N(C(C21)=O)C)=O)CC(C)C)C)(C)C (5-[4-[(1,1-dimethylethyl)dimethylsilyloxy]isoxazolidin-2-ylcarbonyl]-3,6-dimethyl-1-(isobutyl)thieno[2,3-d]pyrimidine-2,4(1H,3H)-dione). Reaction SMILES: [OH:1][CH:2]1[CH2:6][O:5][N:4]([C:7]([C:9]2[C:17]3[C:16](=[O:18])[N:15]([CH3:19])[C:14](=[O:20])[N:13]([CH2:21][CH:22]([CH3:24])[CH3:23])[C:12]=3[S:11][C:10]=2[CH3:25])=[O:8])[CH2:3]1.N1C=CN=C1.[Si:31](Cl)([C:34]([CH3:37])([CH3:36])[CH3:35])([CH3:33])[CH3:32]>ClCCl>[CH3:35][C:34]([Si:31]([CH3:33])([CH3:32])[O:1][CH:2]1[CH2:6][O:5][N:4]([C:7]([C:9]2[C:17]3[C:16](=[O:18])[N:15]([CH3:19])[C:14](=[O:20])[N:13]([CH2:21][CH:22]([CH3:23])[CH3:24])[C:12]=3[S:11][C:10]=2[CH3:25])=[O:8])[CH2:3]1)([CH3:37])[CH3:36]. Reported procedure: To a solution of the product of step b) (1.2 g) and imidazole (0.24 g) in dichloromethane (20 ml) was added tert-butyldimethylsilyl chloride (0.54 g). After stirring at ambient temperature for 16 h the mixture was washed with water and the organics poured onto a biotage column. Gradient elution with 0 to 5% methanol in dichloromethane gave the sub-title compound as a colourless solid (1.55 g). δ 1HCDCl3 0.09 (3H,s), 0.11 (3H,s), 0.90 (9H,s), 0.99 (6H,d), 2.30 (1H,non), 2.44 (3H,s), 3.36 (3H,s), ... Starting materials: BrC1=NC(=CC=C1)Br (2,6-dibromopyridine), N1CC(CC1)O (pyrrolidin-3-ol), CCCCCCC=CCCC (7-undecene). Solvent: C(C)(=O)OCC (ethyl acetate), C1CCOC1 (THF). Product: BrC1=CC=CC(=N1)N1CC(CC1)O (1-(6-Bromopyridin-2-yl)pyrrolidin-3-ol). Reaction SMILES: Br[C:2]1[CH:7]=[CH:6][CH:5]=[C:4]([Br:8])[N:3]=1.[NH:9]1[CH2:13][CH2:12][CH:11]([OH:14])[CH2:10]1.CCCCCCC=CCCC>C1COCC1.C(OCC)(=O)C>[Br:8][C:4]1[N:3]=[C:2]([N:9]2[CH2:13][CH2:12][CH:11]([OH:14])[CH2:10]2)[CH:7]=[CH:6][CH:5]=1. Procedure details: A mixture of 2,6-dibromopyridine (2.37 g, 0.01 mol), pyrrolidin-3-ol (1.0 g, 0.01 mol), 1,8-diazabicclo[5.4.0)-7-undecene (1.5 mL) in 10 mL of THF was heated at 70° C. under a nitrogen atmosphere for 11 hours. The reaction mixture was then cooled to room temperature, diluted with ethyl acetate (30 mL). The resulting solution was washed with water and brine, dried over anhydrous magnesium sulfate, filtered and concentrated. The residue was purified by silica gel chromatography (10-30% ethyl aceta... The reactants are O1C(=NCC1)C1=CC2=C(CN(CC2)C(CCCCCC2=CC=CC=C2)=O)O1 (1-[2-(2-oxazolin-2-yl)-5,7-dihydro-4H-furo[2,3-c]pyridin-6-yl]-6-phenylhexan-1-one), Cl (hydrogen chloride). The solvent is C(C)OCC (diethyl ether), CO (methanol). Run at time 10 minute. The product is Cl.O1C(=NCC1)C1=CC2=C(CN(CC2)C(CCCCCC2=CC=CC=C2)=O)O1 (1-[2-(2-oxazolin-2-yl)-5,7-dihydro-4H-furo[2,3-c]pyridin-6-yl]-6-phenylhexan-1-one hydrochloride). Reaction SMILES: [O:1]1[CH2:5][CH2:4][N:3]=[C:2]1[C:6]1[O:27][C:9]2[CH2:10][N:11]([C:14](=[O:26])[CH2:15][CH2:16][CH2:17][CH2:18][CH2:19][C:20]3[CH:25]=[CH:24][CH:23]=[CH:22][CH:21]=3)[CH2:12][CH2:13][C:8]=2[CH:7]=1.[ClH:28]>C(OCC)C.CO>[ClH:28].[O:1]1[CH2:5][CH2:4][N:3]=[C:2]1[C:6]1[O:27][C:9]2[CH2:10][N:11]([C:14](=[O:26])[CH2:15][CH2:16][CH2:17][CH2:18][CH2:19][C:20]3[CH:25]=[CH:24][CH:23]=[CH:22][CH:21]=3)[CH2:12][CH2:13][C:8]=2[CH:7]=1 |f:4.5|. Reported procedure: To a solution of 0.148 g of 1-[2-(2-oxazolin-2-yl)-5,7-dihydro-4H-furo[2,3-c]pyridin-6-yl]-6-phenylhexan-1-one in 10 ml of diethyl ether, 0.5 ml of about 10% hydrogen chloride in methanol was added, followed by stirring for 10 minutes, after which the solvent was distilled off under reduced pressure. The resulting crude product was crystallized from diethyl ether to yield the desired product. Starting materials: CC1=CC2=C(N1)C=C(C=C2)OC(F)(F)F, COC1=CC(=CC=C1)Br. Reagents/catalysts: CC(C)(C)[O-].[Na+], CC(C)(C)P(C1=CC=CC=C1C2=CC=CC=C2)C(C)(C)C, C1=CC=C(C=C1)/C=C/C(=O)/C=C/C2=CC=CC=C2.C1=CC=C(C=C1)/C=C/C(=O)/C=C/C2=CC=CC=C2.C1=CC=C(C=C1)/C=C/C(=O)/C=C/C2=CC=CC=C2.[Pd].[Pd]. Solvent: CC1=CC=CC=C1. Conditions: temperature 120 celsius. Product: CC1=CC2=C(N1C3=CC(=CC=C3)OC)C=C(C=C2)OC(F)(F)F. Yield: 65.5%. Procedure details: EN04773-51, _Buchwald coupling,_ ** _J. Med. Chem. 2009, page 3846-3854 (exactly same reaction)._**  The indole from 4773-41, 1-bromo-3-methoxybenzenee,Pd2(dba)3, JohnPhos and KOtBu were dissolved in toluene. The mixture was warmed at 120 °C for 1h  and ~65% conversion was observed on NMR*(see attached NMR). Reaction seems to work fine and assumed better yield than in 4773-50. This could be due to that bromides generally perform better than iodines in the Buchwald coupling. This test reaction wa... Starting materials: C(C)(=O)C1=C(C=CC(=C1)OCC1=CC=CC=C1)/C=C/C(=O)OCC (ethyl (2E)-3-[2-acetyl-4-(benzyloxy)phenyl]prop-2-enoate), [H][H] (hydrogen). The reagents and catalysts are [Pd] (Palladium on carbon). Solvent: C(C)(=O)OCC (ethyl acetate). Conditions: temperature 15 celsius, time 8 hour. Yields the product C(C)(=O)C1=C(C=CC(=C1)O)CCC(=O)OCC (ethyl 3-(2-acetyl-4-hydroxyphenyl)propanoate). The yield is 100.8%. RXN SMILES: [C:1]([C:4]1[CH:9]=[C:8]([O:10]CC2C=CC=CC=2)[CH:7]=[CH:6][C:5]=1/[CH:18]=[CH:19]/[C:20]([O:22][CH2:23][CH3:24])=[O:21])(=[O:3])[CH3:2].[H][H]>[Pd].C(OCC)(=O)C>[C:1]([C:4]1[CH:9]=[C:8]([OH:10])[CH:7]=[CH:6][C:5]=1[CH2:18][CH2:19][C:20]([O:22][CH2:23][CH3:24])=[O:21])(=[O:3])[CH3:2]. Reported procedure: Into a 250-mL round-bottom flask purged and maintained with an inert atmosphere of nitrogen, was placed ethyl (2E)-3-[2-acetyl-4-(benzyloxy)phenyl]prop-2-enoate (1.09 g, 3.36 mmol, 1.00 equiv), ethyl acetate (30 mL), Palladium on carbon (700 mg), hydrogen was introduced last. The resulting solution was stirred overnight at 15° C. in an oil bath. The reaction progress was monitored by LCMS. The solids were removed by filtration and washed with EA. The combined organic extracts were dried over anh... Starting materials: OC1OC(=O)C2=CC=CC(=C12)[N+](=O)[O-] (3-hydroxy-4-nitrophthalide), O.NN (hydrazine hydrate), O.NN (hydrazine hydrate). The reagents and catalysts are [Pd] (palladium on carbon). Solvent: C(C)O (ethanol), C(C)O (ethanol). Run at time 30 minute. Product: C (charcoal), NC1=C2C=NNC(C2=CC=C1)=O (5-amino-1(2H)-phthalazinone). The yield is 35.0%. Reaction SMILES: O[CH:2]1[C:11]2[C:6](=[CH:7][CH:8]=[CH:9][C:10]=2[N+:12]([O-])=O)[C:4](=O)[O:3]1.O.[NH2:16][NH2:17]>C(O)C.[Pd]>[CH4:2].[NH2:12][C:10]1[CH:9]=[CH:8][CH:7]=[C:6]2[C:11]=1[CH:2]=[N:16][NH:17][C:4]2=[O:3] |f:1.2|. Reported procedure: A stirred solution of 3-hydroxy-4-nitrophthalide (43.4 g, 0.22 mole) and hydrazine hydrate (11.6 ml) in ethanol (1830 ml) was heated under reflux for 1 hour. The heating was discontinued and palladium on carbon (10%, 2.44 g) was added (with caution) over 15 minutes. A solution of hydrazine hydrate (24.2 ml) in ethanol (304 ml) was then added, dropwise, over 30 minutes and the mixture was heated under reflux for a further 2.5 hours. Filtration of the hot reaction mixture followed by the addition ... Starting materials: C(C)(C)(C)C1=CC=C(C=C1)S(=O)(=O)N1CC2=C(NC3=C1C=C(C=C3)C(=O)NN)N=C(C=C2)C(F)(F)F (6-[(4-tert-butylphenyl)sulfonyl]-2-(trifluoromethyl)-6,11-dihydro-5H-pyrido[2,3-b][1,5]benzodiazepine-8-carbohydrazide), C(C)(C)(C)C1=CC=C(C=C1)S(=O)(=O)N1CC2=C(NC3=C1C=C(C=C3)C(=O)NN)N=C(C=C2)C(F)(F)F (6-[(4-tert-butylphenyl)sulfonyl]-2-(trifluoromethyl)-6,11-dihydro-5H-pyrido[2,3-b][1,5]benzodiazepine-8-carbohydrazide), C(=O)(Cl)Cl (phosgene), solution. Run in C(Cl)Cl (DCM), C1(=CC=CC=C1)C (toluene). Run at temperature -20 celsius, time 8 hour. Product: C(C)(C)(C)C1=CC=C(C=C1)S(=O)(=O)N1CC2=C(NC3=C1C=C(C=C3)C3=NNC(O3)=O)N=C(C=C2)C(F)(F)F (5-[6-[(4-tert-Butylphenyl)sulfonyl]-2-(trifluoromethyl)-6,11-dihydro-5H-pyrido-[2,3-b][1,5]benzodiazepin-8-yl]-1,3,4-oxadiazol-2(3H)-one). As a reaction SMILES: [C:1]([C:5]1[CH:10]=[CH:9][C:8]([S:11]([N:14]2[C:20]3[CH:21]=[C:22]([C:25]([NH:27][NH2:28])=[O:26])[CH:23]=[CH:24][C:19]=3[NH:18][C:17]3[N:29]=[C:30]([C:33]([F:36])([F:35])[F:34])[CH:31]=[CH:32][C:16]=3[CH2:15]2)(=[O:13])=[O:12])=[CH:7][CH:6]=1)([CH3:4])([CH3:3])[CH3:2].[C:37](Cl)(Cl)=[O:38]>C(Cl)Cl.C1(C)C=CC=CC=1>[C:1]([C:5]1[CH:6]=[CH:7][C:8]([S:11]([N:14]2[C:20]3[CH:21]=[C:22]([C:25]4[O:26][C:37](=[O:38])[NH:28][N:27]=4)[CH:23]=[CH:24][C:19]=3[NH:18][C:17]3[N:29]=[C:30]([C:33]([F:35])([F:36])[F:34])[CH:31]=[CH:32][C:16]=3[CH2:15]2)(=[O:13])=[O:12])=[CH:9][CH:10]=1)([CH3:4])([CH3:2])[CH3:3]. Reported procedure: To a solution of 6-[(4-tert-butylphenyl)sulfonyl]-2-(trifluoromethyl)-6,11-dihydro-5H-pyrido[2,3-b][1,5]benzodiazepine-8-carbohydrazide (intermediate 57, 0.040 g, 0.0771 mmol) in DCM (0.2 mL) at −78° C. was added phosgene (0.081 mL of a ˜20% solution in toluene) dropwise. After stirring at −20° C. overnight, the reaction was quenched with saturated aqueous NaHCO3, and the product was extracted with EtOAc and DCM. The combined extracts were washed with brine, dried (MgSO4) and concentrated. The r...